Dataset: the Open Reaction Database (ORD), a public repository of structured organic reaction records. Task: describe an organic reaction: reactants, conditions, products, and yield Reactants: CCOCC, CC1OC2(C)CCC1CC2=NO, O=N[O-], [Na+], O, O=S(=O)(O)O. The product is CC1OC2(C)CCC1CC2=O. As a reaction SMILES: [CH2:23]([O:24][CH2:25][CH3:26])[CH3:27].[CH3:1][C:2]12[O:3][CH:4]([CH3:12])[CH:5]([CH2:6][C:7]1=[N:8][OH:9])[CH2:10][CH2:11]2.[N:13](=[O:14])[O-:15].[Na+:16].[OH2:17].[S:18](=[O:19])(=[O:20])([OH:21])[OH:22]>>[CH3:1][C:2]12[O:3][CH:4]([CH3:12])[CH:5]([CH2:6][C:7]1=[O:14])[CH2:10][CH2:11]2. Reactants: [H-].[Na+] (sodiumhydride), COC(OC)=O (dimethylcarbonate), FC=1C=CC2=C(OCCCC2=O)C1 (8-Fluoro-3,4-dihydro-2H-benzo[b]oxepin-5-one), COC(OC)=O (dimethylcarbonate), Cl (hydrochloric acid). Conditions: time 8 hour. Product: COC(=O)C1C(C2=C(OCC1)C=C(C=C2)F)=O (8-Fluoro-5-oxo-2,3,4,5-tetrahydro-benzo[b]oxepine-4-carboxylic acid methyl ester). The yield is 7.0%. As a reaction SMILES: [H-].[Na+].[F:3][C:4]1[CH:5]=[CH:6][C:7]2[C:13](=[O:14])[CH2:12][CH2:11][CH2:10][O:9][C:8]=2[CH:15]=1.Cl.[CH3:17][O:18][C:19](=O)[O:20]C>>[CH3:17][O:18][C:19]([CH:12]1[CH2:11][CH2:10][O:9][C:8]2[CH:15]=[C:4]([F:3])[CH:5]=[CH:6][C:7]=2[C:13]1=[O:14])=[O:20] |f:0.1|. Procedure details: A suspension of sodiumhydride in parrafin (0.49 g, 60%) was added to 5 ml dimethylcarbonate. To this suspension 8-Fluoro-3,4-dihydro-2H-benzo[b]oxepin-5-one (6.2 mmol) dissolved in 2 ml dimethylcarbonate was added dropwise at room temperature. The mixture was refluxed for two hours, cooled to room temperature and stirred overnight. 25 ml of 2 mol/l hydrochloric acid were added to the mixture. The resulting solution was extracted by ethyl acetate. The organic phase was dried over sodiumsulfate an... Reactants: ClC=1C=C(C=CC1)[C@H]1C[C@](C(N([C@@H]1C1=CC=C(C=C1)Cl)[C@H](C=O)CC)=O)(C)CC(=O)O (2-((3R,5R,6S)-5-(3-chlorophenyl)-6-(4-chlorophenyl)-3-methyl-2-oxo-1-((S)-1-oxobutan-2-yl)piperidin-3-yl)acetic acid), CC1NCCOC1 (3-methylmorpholine), C(C)(=O)O[BH-](OC(C)=O)OC(C)=O.[Na+] (sodium triacetoxyborohydride). The solvent is ClCCCl (1,2-dichloroethane). Conditions: time 8 hour. Product: ClC=1C=C(C=CC1)[C@H]1C[C@](C(N([C@@H]1C1=CC=C(C=C1)Cl)[C@H](CN1C(COCC1)C)CC)=O)(C)CC(=O)O (2-((3R,5R,6S)-5-(3-chlorophenyl)-6-(4-chlorophenyl)-3-methyl-1-((2S)-1-(3-methylmorpholino)butan-2-yl)-2-oxopiperidin-3-yl)acetic acid). RXN SMILES: [Cl:1][C:2]1[CH:3]=[C:4]([C@@H:8]2[C@@H:13]([C:14]3[CH:19]=[CH:18][C:17]([Cl:20])=[CH:16][CH:15]=3)[N:12]([C@@H:21]([CH2:24][CH3:25])[CH:22]=O)[C:11](=[O:26])[C@:10]([CH2:28][C:29]([OH:31])=[O:30])([CH3:27])[CH2:9]2)[CH:5]=[CH:6][CH:7]=1.[CH3:32][CH:33]1[CH2:38][O:37][CH2:36][CH2:35][NH:34]1.C(O[BH-](OC(=O)C)OC(=O)C)(=O)C.[Na+]>ClCCCl>[Cl:1][C:2]1[CH:3]=[C:4]([C@@H:8]2[C@@H:13]([C:14]3[CH:19]=[CH:18][C:17]([Cl:20])=[CH:16][CH:15]=3)[N:12]([C@@H:21]([CH2:24][CH3:25])[CH2:22][N:34]3[CH2:35][CH2:36][O:37][CH2:38][CH:33]3[CH3:32])[C:11](=[O:26])[C@:10]([CH2:28][C:29]([OH:31])=[O:30])([CH3:27])[CH2:9]2)[CH:5]=[CH:6][CH:7]=1 |f:2.3|. Procedure details: To a solution of 2-((3R,5R,6S)-5-(3-chlorophenyl)-6-(4-chlorophenyl)-3-methyl-2-oxo-1-((S)-1-oxobutan-2-yl)piperidin-3-yl)acetic acid (960 mg, 2.076 mmol; Example 210, Step A) in 1,2-dichloroethane (15 mL) was added 3-methylmorpholine (Enamine Ltd, Kiev, Ukraine) (0.471 mL, 4.15 mmol) and sodium triacetoxyborohydride (880 mg, 4.15 mmol). After stirring overnight, the mixture was quenched with sat. aq. NH4Cl solution. The mixture was extracted with dichloromethane (2×). The combined organic layer...